Dataset: the Open Reaction Database (ORD), a public repository of structured organic reaction records. Task: describe an organic reaction: reactants, conditions, products, and yield Reactants: CCN, O=C(O)CCC(=O)c1ccc(CCCCN2CCN(c3cccc(C(F)(F)F)c3)CC2)cc1. The product is CCN1C(=O)CCC1c1ccc(CCCCN2CCN(c3cccc(C(F)(F)F)c3)CC2)cc1. Reaction SMILES: [CH3:34][CH2:35][NH2:36].[O:1]=[C:2]([CH2:3][CH2:4][C:5](=[O:6])[OH:7])[c:8]1[cH:9][cH:10][c:11]([CH2:14][CH2:15][CH2:16][CH2:17][N:18]2[CH2:19][CH2:20][N:21]([c:24]3[cH:25][c:26]([C:30]([F:31])([F:32])[F:33])[cH:27][cH:28][cH:29]3)[CH2:22][CH2:23]2)[cH:12][cH:13]1>>[CH:2]1([c:8]2[cH:9][cH:10][c:11]([CH2:14][CH2:15][CH2:16][CH2:17][N:18]3[CH2:19][CH2:20][N:21]([c:24]4[cH:25][c:26]([C:30]([F:31])([F:32])[F:33])[cH:27][cH:28][cH:29]4)[CH2:22][CH2:23]3)[cH:12][cH:13]2)[CH2:3][CH2:4][C:5](=[O:6])[N:36]1[CH2:35][CH3:34]. Product: CC1Cc2cc(C=O)ccc2O1. RXN SMILES: [CH2:13]([Cl:14])[Cl:15].[OH:1][CH2:2][c:3]1[cH:4][cH:5][c:6]2[c:7]([cH:12]1)[CH2:8][CH:9]([CH3:11])[O:10]2>>[O:1]=[CH:2][c:3]1[cH:4][cH:5][c:6]2[c:7]([cH:12]1)[CH2:8][CH:9]([CH3:11])[O:10]2. Starting materials: ClCCl, CC1Cc2cc(CO)ccc2O1. The reactants are solution, FC1=CC=C(C=C1)[Mg]Br (4-fluorophenylmagnesium bromide), BrC1=CC=CC(=N1)C=O (6-bromopyridine-2-carboxaldehyde). The solvent is C1CCOC1 (THF), C1CCOC1 (THF). Product: BrC1=CC=CC(=N1)C(O)C1=CC=C(C=C1)F ((6-bromopyridin-2-yl)-(4-fluorophenyl)-methanol). RXN SMILES: [Br:1][C:2]1[N:7]=[C:6]([CH:8]=[O:9])[CH:5]=[CH:4][CH:3]=1.[F:10][C:11]1[CH:16]=[CH:15][C:14]([Mg]Br)=[CH:13][CH:12]=1>C1COCC1>[Br:1][C:2]1[N:7]=[C:6]([CH:8]([C:14]2[CH:15]=[CH:16][C:11]([F:10])=[CH:12][CH:13]=2)[OH:9])[CH:5]=[CH:4][CH:3]=1. Reported procedure: To a chilled (−10° C.) solution of 6-bromopyridine-2-carboxaldehyde (5.0 g, 27 mmol) in THF (108 mL) is added a 1 M solution of 4-fluorophenylmagnesium bromide in THF (30 mL, 30 mmol). The temperature is allowed to slowly warm to room temperature over 30 minutes and then the reaction mixture is quenched with saturated aqueous NH4Cl (100 mL) and extracted with EtOAc (3×100 mL). The combined organic layers are dried over Na2SO4 and concentrated. The crude material is purified by silica gel chromat...